describe an organic reaction: reactants, conditions, products, and yield From a dataset of the Open Reaction Database (ORD), a public repository of structured organic reaction records. Reactants: C1C(C)OC2(CCN(CC2)C2=C(C=C(C=C2)C(F)(F)F)C#N)O1 (N-(2-Cyano-4-trifluoromethylphenyl)-4-piperidone propylene ketal), Cl (HCl), [OH-].[Na+] (sodium hydroxide), C([O-])([O-])=O.[Na+].[Na+] (sodium carbonate). The solvent is CCOCC (ether). Reaction conditions: time 20 minute. The product is C(#N)C1=C(C=CC(=C1)C(F)(F)F)N1CCC(CC1)=O (N-(2-Cyano-4-trifluoromethylphenyl)-4-piperidone). Reaction SMILES: C1O[C:5]2([CH2:10][CH2:9][N:8]([C:11]3[CH:16]=[CH:15][C:14]([C:17]([F:20])([F:19])[F:18])=[CH:13][C:12]=3[C:21]#[N:22])[CH2:7][CH2:6]2)[O:4]C1C.Cl.C(=O)([O-])[O-].[Na+].[Na+].[OH-].[Na+]>CCOCC>[C:21]([C:12]1[CH:13]=[C:14]([C:17]([F:19])([F:20])[F:18])[CH:15]=[CH:16][C:11]=1[N:8]1[CH2:7][CH2:6][C:5](=[O:4])[CH2:10][CH2:9]1)#[N:22] |f:2.3.4,5.6|. Procedure: A solution of 24 (1.70 g, 5.20 mmol) in ether (20 mL) was treated with 6N aqueous HCl (50 mL). The mixture was stirred at room temperature (20 min). The reaction mixture was neutralized with sodium carbonate solution and solid sodium hydroxide. The aqueous layer was extracted with two additional portions of ether and the combined organic extracts were washed with brine, dried over Na2SO4, and concentrated under reduced pressure. PCTLC (SiO2, 6 mm, 10% EtOH-90% CHCl3) afforded the title compound ...